Dataset: the Open Reaction Database (ORD), a public repository of structured organic reaction records. Task: describe an organic reaction: reactants, conditions, products, and yield Starting materials: NC1=NC(C(N1C)=O)(C1=CNC=C1)C1=CC(=CC=C1)OCC1=CC=CC=C1 (2-amino-5-(3-benzyloxyphenyl)-5-(1H-pyrrol-3-yl)-3-methyl-3,5-dihydro-4H-imidazol-4-one). Reagents/catalysts: [Pd] (Pd/C). Solvent: C(C)O (ethanol). Product: NC1=NC(C(N1C)=O)(C1=CNC=C1)C1=CC(=CC=C1)O (2-amino-5-(3-hydroxyphenyl)-5-(1H-pyrrol-3-yl)-3-methyl-3,5-dihydro-4H-imidazol-4-one). RXN SMILES: [NH2:1][C:2]1[N:6]([CH3:7])[C:5](=[O:8])[C:4]([C:14]2[CH:19]=[CH:18][CH:17]=[C:16]([O:20]CC3C=CC=CC=3)[CH:15]=2)([C:9]2[CH:13]=[CH:12][NH:11][CH:10]=2)[N:3]=1>C(O)C.[Pd]>[NH2:1][C:2]1[N:6]([CH3:7])[C:5](=[O:8])[C:4]([C:14]2[CH:19]=[CH:18][CH:17]=[C:16]([OH:20])[CH:15]=2)([C:9]2[CH:13]=[CH:12][NH:11][CH:10]=2)[N:3]=1. Procedure details: A mixture of 2-amino-5-(3-benzyloxyphenyl)-5-(1H-pyrrol-3-yl)-3-methyl-3,5-dihydro-4H-imidazol-4-one (70 mg, 0.2 mmol) and Pd/C (8 mg) in ethanol (10 ml) is hydrogenated at 45 psi overnight. The catalyst is removed by filtration and the filtrate is concentrated. The crude material is purified by flash chromatography (silica gel, EtOAc/2.0M ethanolic NH3: 90/10 to 80/20) to afford the title compound as a solid, 49 mg (93%) mp 142-145° C., MS (+) ES: 271 (M+H)+.